This data is from the Open Reaction Database (ORD), a public repository of structured organic reaction records. The task is: describe an organic reaction: reactants, conditions, products, and yield Reactants: N1C=NC=C1 (imidazole), C([O-])([O-])=O.[K+].[K+] (potassium carbonate), BrC(C(C(CCCl)(C)C)=O)SC1=CC=C(C=C1)Cl (1-bromo-1-(4-chlorophenylthio)-5-chloro-3,3-dimethyl-2-pentanone). Solvent: C1(=CC=CC=C1)C (toluene), C1(=CC=CC=C1)C (toluene). Reaction conditions: temperature 90 celsius, time 15 hour. Product: ClC1=CC=C(C=C1)SC(=C1OCCC1(C)C)N1C=NC=C1 (4-chlorophenylthio-(imidazol-1-yl)-(3,3-dimethyl-tetrahydrofuran-2-ylidene)-methane). Yield: 40.7%. RXN SMILES: [NH:1]1[CH:5]=[CH:4][N:3]=[CH:2]1.C(=O)([O-])[O-].[K+].[K+].Br[CH:13]([S:22][C:23]1[CH:28]=[CH:27][C:26]([Cl:29])=[CH:25][CH:24]=1)[C:14](=[O:21])[C:15]([CH3:20])([CH3:19])[CH2:16][CH2:17]Cl>C1(C)C=CC=CC=1>[Cl:29][C:26]1[CH:27]=[CH:28][C:23]([S:22][C:13]([N:1]2[CH:5]=[CH:4][N:3]=[CH:2]2)=[C:14]2[C:15]([CH3:20])([CH3:19])[CH2:16][CH2:17][O:21]2)=[CH:24][CH:25]=1 |f:1.2.3|. Reported procedure: 64.9 g (0.94 mole) of imidazole and 129.7 g (0.94 mole) of potassium carbonate are dissolved in 1,300 ml of toluene. 173.9 g (0.47 mole) of 1-bromo-1-(4-chlorophenylthio)-5-chloro-3,3-dimethyl-2-pentanone in 360 ml of toluene are added dropwise to this mixture at 80° C. The reaction mixture is subsequently stirred at 90° C. for 15 hours and is cooled, and the inorganic residue is filtered off with suction. The filtrate is washed with water, dried over sodium sulphate and concentrated. The residu... Starting materials: CC(C)(C)OC(=O)CBr, CC(O)C1=CCC2C3=CC=C4CC(O[Si](C)(C)C(C)(C)C)CC(O[Si](C)(C)C(C)(C)C)C4(C)C3CCC12C, C1COCCOCCOCCOCCO1, CCOC(C)=O, [H-], [Na+], C1CCOC1, O. Yields the product CC(OCC(=O)OC(C)(C)C)C1=CCC2C3=CC=C4CC(O[Si](C)(C)C(C)(C)C)CC(O[Si](C)(C)C(C)(C)C)C4(C)C3CCC12C. Reaction SMILES: [Br:56][CH2:57][C:58](=[O:59])[O:60][C:61]([CH3:62])([CH3:63])[CH3:64].[C:1]([CH3:2])([CH3:3])([CH3:4])[Si:5]([O:6][CH:7]1[CH2:8][CH:9]([O:29][Si:30]([CH3:31])([CH3:32])[C:33]([CH3:34])([CH3:35])[CH3:36])[CH2:10][C:11]2=[CH:12][CH:13]=[C:14]3[CH:15]4[CH2:16][CH:17]=[C:18]([CH:19]([CH3:20])[OH:21])[C:22]4([CH3:28])[CH2:23][CH2:24][CH:25]3[C:26]12[CH3:27])([CH3:37])[CH3:38].[CH2:41]1[O:42][CH2:43][CH2:44][O:45][CH2:46][CH2:47][O:48][CH2:49][CH2:50][O:51][CH2:52][CH2:53][O:54][CH2:55]1.[CH3:70][CH2:71][O:72][C:73](=[O:74])[CH3:75].[H-:39].[Na+:40].[O:65]1[CH2:66][CH2:67][CH2:68][CH2:69]1.[OH2:76]>>[C:1]([CH3:2])([CH3:3])([CH3:4])[Si:5]([O:6][CH:7]1[CH2:8][CH:9]([O:29][Si:30]([CH3:31])([CH3:32])[C:33]([CH3:34])([CH3:35])[CH3:36])[CH2:10][C:11]2=[CH:12][CH:13]=[C:14]3[CH:15]4[CH2:16][CH:17]=[C:18]([CH:19]([CH3:20])[O:21][CH2:57][C:58](=[O:59])[O:60][C:61]([CH3:62])([CH3:63])[CH3:64])[C:22]4([CH3:28])[CH2:23][CH2:24][CH:25]3[C:26]12[CH3:27])([CH3:37])[CH3:38].